Dataset: the Open Reaction Database (ORD), a public repository of structured organic reaction records. Task: describe an organic reaction: reactants, conditions, products, and yield Reactants: CON(C)C(=O)C(CC(=O)OC(C)(C)C)NS(=O)(=O)c1ccc(C(N)=O)cc1O, ClCCl, CCOC(=O)N=NC(=O)OCC, c1ccc(P(c2ccccc2)c2ccccc2)cc1, OCCc1cccc2ncccc12. Yields the product CON(C)C(=O)C(CC(=O)OC(C)(C)C)NS(=O)(=O)c1ccc(C(N)=O)cc1OCCc1cccc2ncccc12. RXN SMILES: [C:1]([CH3:2])([CH3:3])([CH3:4])[O:5][C:6]([CH2:7][CH:8]([C:9](=[O:10])[N:11]([CH3:12])[O:13][CH3:14])[NH:15][S:16](=[O:17])(=[O:18])[c:19]1[c:20]([OH:28])[cH:21][c:22]([C:25]([NH2:26])=[O:27])[cH:23][cH:24]1)=[O:29].[CH2:74]([Cl:75])[Cl:76].[O:62]=[C:63]([O:64][CH2:65][CH3:66])[N:67]=[N:68][C:69]([O:70][CH2:71][CH3:72])=[O:73].[c:30]1([P:31]([c:32]2[cH:33][cH:34][cH:35][cH:36][cH:37]2)[c:38]2[cH:39][cH:40][cH:41][cH:42][cH:43]2)[cH:44][cH:45][cH:46][cH:47][cH:48]1.[n:49]1[cH:50][cH:51][cH:52][c:53]2[c:54]([CH2:59][CH2:60][OH:61])[cH:55][cH:56][cH:57][c:58]12>>[C:1]([CH3:2])([CH3:3])([CH3:4])[O:5][C:6]([CH2:7][CH:8]([C:9](=[O:10])[N:11]([CH3:12])[O:13][CH3:14])[NH:15][S:16](=[O:17])(=[O:18])[c:19]1[c:20]([O:28][CH2:60][CH2:59][c:54]2[c:53]3[cH:52][cH:51][cH:50][n:49][c:58]3[cH:57][cH:56][cH:55]2)[cH:21][c:22]([C:25]([NH2:26])=[O:27])[cH:23][cH:24]1)=[O:29]. Reactants: CCCC[N+](CCCC)(CCCC)CCCC, CCOCC, CC(C)(C)OC(=O)N1CCC(COC(CF)c2cc(Cl)cc3cn(COCC[Si](C)(C)C)nc23)(c2ccc(F)cc2)CC1, [F-]. Yields the product CC(C)(C)OC(=O)N1CCC(COC(CF)c2cc(Cl)cc3cn[nH]c23)(c2ccc(F)cc2)CC1. Reaction SMILES: [CH3:45][CH2:46][CH2:47][CH2:48][N+:49]([CH2:50][CH2:51][CH2:52][CH3:53])([CH2:54][CH2:55][CH2:56][CH3:57])[CH2:58][CH2:59][CH2:60][CH3:61].[CH3:62][CH2:63][O:64][CH2:65][CH3:66].[Cl:1][c:2]1[cH:3][c:4]2[cH:5][n:6]([CH2:36][O:37][CH2:38][CH2:39][Si:40]([CH3:41])([CH3:42])[CH3:43])[n:7][c:8]2[c:9]([CH:11]([CH2:12][F:13])[O:14][CH2:15][C:16]2([c:29]3[cH:30][cH:31][c:32]([F:35])[cH:33][cH:34]3)[CH2:17][CH2:18][N:19]([C:22](=[O:23])[O:24][C:25]([CH3:26])([CH3:27])[CH3:28])[CH2:20][CH2:21]2)[cH:10]1.[F-:44]>>[Cl:1][c:2]1[cH:3][c:4]2[cH:5][n:6][nH:7][c:8]2[c:9]([CH:11]([CH2:12][F:13])[O:14][CH2:15][C:16]2([c:29]3[cH:30][cH:31][c:32]([F:35])[cH:33][cH:34]3)[CH2:17][CH2:18][N:19]([C:22](=[O:23])[O:24][C:25]([CH3:26])([CH3:27])[CH3:28])[CH2:20][CH2:21]2)[cH:10]1.